Dataset: the Open Reaction Database (ORD), a public repository of structured organic reaction records. Task: describe an organic reaction: reactants, conditions, products, and yield Starting materials: ClCCCl, CC#N, CCN(C(C)C)C(C)C, O=C(O)C(F)(F)F, O=C(O)c1ccc(F)cn1, Cc1c(N)cccc1-c1ccc(C(N)=O)c2[nH]c3cc(N4CCN(C)CC4)ccc3c12. Product: O=C(O)C(F)(F)F, Cc1c(NC(=O)c2ccc(F)cn2)cccc1-c1ccc(C(N)=O)c2[nH]c3cc(N4CCN(C)CC4)ccc3c12. As a reaction SMILES: [CH2:49]([Cl:50])[CH2:51][Cl:52].[CH3:62][C:63]#[N:64].[CH:53]([N:54]([CH2:55][CH3:56])[CH:57]([CH3:58])[CH3:59])([CH3:60])[CH3:61].[F:32][C:33]([C:34](=[O:35])[OH:36])([F:37])[F:38].[F:39][c:40]1[cH:41][cH:42][c:43]([C:46](=[O:47])[OH:48])[n:44][cH:45]1.[NH2:1][c:2]1[c:3]([CH3:31])[c:4](-[c:8]2[cH:9][cH:10][c:11]([C:28](=[O:29])[NH2:30])[c:12]3[nH:13][c:14]4[cH:15][c:16]([N:21]5[CH2:22][CH2:23][N:24]([CH3:27])[CH2:25][CH2:26]5)[cH:17][cH:18][c:19]4[c:20]23)[cH:5][cH:6][cH:7]1>>[F:32][C:33]([C:34](=[O:35])[OH:36])([F:37])[F:38].[NH:1]([c:2]1[c:3]([CH3:31])[c:4](-[c:8]2[cH:9][cH:10][c:11]([C:28](=[O:29])[NH2:30])[c:12]3[nH:13][c:14]4[cH:15][c:16]([N:21]5[CH2:22][CH2:23][N:24]([CH3:27])[CH2:25][CH2:26]5)[cH:17][cH:18][c:19]4[c:20]23)[cH:5][cH:6][cH:7]1)[C:46]([c:43]1[cH:42][cH:41][c:40]([F:39])[cH:45][n:44]1)=[O:47]. Starting materials: CC1=NC=CC=C1C=1C(NC(N(N1)CCCN1C[C@]2(C[C@H]2C1)C1=CC=C(C=C1)C(F)(F)F)=O)=O (6-(2-methyl-3-pyridinyl)-2-(3-{(1S,5R)-1-[4-(trifluoromethyl)phenyl]-3-azabicyclo[3.1.0]hex-3-yl}propyl)-1,2,4-triazine-3,5(2H,4H)-dione), Cl (HCl). Solvent: C(Cl)Cl (DCM), CO (MeOH). The product is Cl.Cl.CC1=NC=CC=C1C=1C(NC(N(N1)CCCN1C[C@]2(C[C@H]2C1)C1=CC=C(C=C1)C(F)(F)F)=O)=O (6-(2-methyl-3-pyridinyl)-2-(3-{(1S,5R)-1-[4-(trifluoromethyl)phenyl]-3-azabicyclo[3.1.0]hex-3-yl}propyl)-1,2,4-triazine-3,5(2H,4H)-dione dihydrochloride salt). RXN SMILES: [CH3:1][C:2]1[C:7]([C:8]2[C:9](=[O:34])[NH:10][C:11](=[O:33])[N:12]([CH2:14][CH2:15][CH2:16][N:17]3[CH2:22][C@H:21]4[C@:19]([C:23]5[CH:28]=[CH:27][C:26]([C:29]([F:32])([F:31])[F:30])=[CH:25][CH:24]=5)([CH2:20]4)[CH2:18]3)[N:13]=2)=[CH:6][CH:5]=[CH:4][N:3]=1.[ClH:35]>C(Cl)Cl.CO>[ClH:35].[ClH:35].[CH3:1][C:2]1[C:7]([C:8]2[C:9](=[O:34])[NH:10][C:11](=[O:33])[N:12]([CH2:14][CH2:15][CH2:16][N:17]3[CH2:22][C@H:21]4[C@:19]([C:23]5[CH:28]=[CH:27][C:26]([C:29]([F:32])([F:31])[F:30])=[CH:25][CH:24]=5)([CH2:20]4)[CH2:18]3)[N:13]=2)=[CH:6][CH:5]=[CH:4][N:3]=1 |f:4.5.6|. Procedure details: 6-(2-methyl-3-pyridinyl)-2-(3-{(1S,5R)-1-[4-(trifluoromethyl)phenyl]-3-azabicyclo[3.1.0]hex-3-yl}propyl)-1,2,4-triazine-3,5(2H,4H)-dione (E5, 41.5 mg, 0.088 mmol) was dissolved in DCM and treated with 2.2 eq of HCl 1.25N in MeOH to form 6-(2-methyl-3-pyridinyl)-2-(3-{(1S,5R)-1-[4-(trifluoromethyl)phenyl]-3-azabicyclo[3.1.0]hex-3-yl}propyl)-1,2,4-triazine-3,5(2H,4H)-dione dihydrochloride salt (E6, 43.1 mg, 0.079 mmol). Starting materials: C(C1=CC=CC=C1)N (benzylamine), COC(C1=CC=C(C=C1)C=1N=C(C2=C(N1)SC(=C2)[N+](=O)[O-])Cl)=O (4-(4-chloro-6-nitro-thieno-[2,3-d]-pyrimidin-2-yl)-benzoic acid methylester). Yields the product COC(C1=CC=C(C=C1)C=1N=C(C2=C(N1)SC(=C2)[N+](=O)[O-])NCC2=CC=CC=C2)=O (4-(4-benzylamino-6-nitro-thieno-[2,3-d]-pyrimidin-2-yl)-benzoic acid methylester). RXN SMILES: [CH2:1]([NH2:8])[C:2]1[CH:7]=[CH:6][CH:5]=[CH:4][CH:3]=1.[CH3:9][O:10][C:11](=[O:31])[C:12]1[CH:17]=[CH:16][C:15]([C:18]2[N:19]=[C:20](Cl)[C:21]3[CH:26]=[C:25]([N+:27]([O-:29])=[O:28])[S:24][C:22]=3[N:23]=2)=[CH:14][CH:13]=1>>[CH3:9][O:10][C:11](=[O:31])[C:12]1[CH:17]=[CH:16][C:15]([C:18]2[N:19]=[C:20]([NH:8][CH2:1][C:2]3[CH:7]=[CH:6][CH:5]=[CH:4][CH:3]=3)[C:21]3[CH:26]=[C:25]([N+:27]([O-:29])=[O:28])[S:24][C:22]=3[N:23]=2)=[CH:14][CH:13]=1. Procedure details: The reaction procedure as above wherein benzylamine is reacted with 4-(4-chloro-6-nitro-thieno-[2,3-d]-pyrimidin-2-yl)-benzoic acid methylester yields 4-(4-benzylamino-6-nitro-thieno-[2,3-d]-pyrimidin-2-yl)-benzoic acid methylester. Starting materials: C(=O)([O-])[O-].[Cs+].[Cs+] (Cs2CO3), C(CC)C=1NC(=C(N1)N1C(=CC=C1)C(C(F)(F)F)=O)C(=O)OC (Methyl 2-propyl-4-[2-(1-oxo-2,2,2-trifluoroethyl)-1H-pyrrol-1-yl]imidazol-5-carboxylate), C1(=CC=CC=C1)C(N1N=NN=C1C1=C(C=CC=C1)C1=CC=C(C=C1)CBr)(C1=CC=CC=C1)C1=CC=CC=C1 (N-Triphenylmethyl-5-(4'-(bromomethyl)biphenyl-2-yl]tetrazole). Solvent: CN(C)C=O (DMF). Reaction conditions: time 5 minute. Product: O=C(C(F)(F)F)C=1N(C=CC1)C=1N=C(N(C1C(=O)OC)CC1=CC=C(C=C1)C1=C(C=CC=C1)C1=NN=NN1)CCC (Methyl 4-[2-(1-oxo-2,2,2-trifluoroethyl)-1H-pyrrol-1-yl]-2-propyl-1-[(2'-(1H-tetrazol-5-yl)biphen-4-yl)methyl]1H-imidazole-5-carboxylate). Yield: 96.4%. As a reaction SMILES: [CH2:1]([C:4]1[NH:5][C:6]([C:20]([O:22][CH3:23])=[O:21])=[C:7]([N:9]2[CH:13]=[CH:12][CH:11]=[C:10]2[C:14](=[O:19])[C:15]([F:18])([F:17])[F:16])[N:8]=1)[CH2:2][CH3:3].C([O-])([O-])=O.[Cs+].[Cs+].C1(C(C2C=CC=CC=2)(C2C=CC=CC=2)[N:37]2[C:41]([C:42]3[CH:47]=[CH:46][CH:45]=[CH:44][C:43]=3[C:48]3[CH:53]=[CH:52][C:51]([CH2:54]Br)=[CH:50][CH:49]=3)=[N:40][N:39]=[N:38]2)C=CC=CC=1>CN(C=O)C>[O:19]=[C:14]([C:10]1[N:9]([C:7]2[N:8]=[C:4]([CH2:1][CH2:2][CH3:3])[N:5]([CH2:54][C:51]3[CH:52]=[CH:53][C:48]([C:43]4[CH:44]=[CH:45][CH:46]=[CH:47][C:42]=4[C:41]4[NH:37][N:38]=[N:39][N:40]=4)=[CH:49][CH:50]=3)[C:6]=2[C:20]([O:22][CH3:23])=[O:21])[CH:13]=[CH:12][CH:11]=1)[C:15]([F:17])([F:16])[F:18] |f:1.2.3|. Reported procedure: Methyl 2-propyl-4-[2-(1-oxo-2,2,2-trifluoroethyl)-1H-pyrrol-1-yl]imidazole-5-carboxylate (15 g, 0.046 mol) from Example 6 was dissolved in DMF (500 mL) and Cs2CO3 (32.9 g, 0.1 mol) added. After 5 minutes, N-triphenylmethyl-5-[4, (bromomethyl)-biphenyl-2-yl]tetrazole (Example 12, 26.9 g, 0.048 mol) was added and the reaction mixture stirred at room temperature for 6 hours. The reaction was filtered to remove insoluble salts and the DMF removed high vacuum. The residue was partitioned between ethy... Starting materials: Cl.Cl.BrC=1C=C(C2=C(OCCO2)C1)N1CCN(CC1)CCCCN1S(C2=C(C1=O)C=CC=C2)(=O)=O (2-(4-(4-(7-bromo-2,3-dihydro-1,4-benzodioxin-5-yl)-1-piperazinyl)-butyl)-1,2-benzisothiazole-3(2H)-one-1,1-dioxide, dihydrochloride), ClCCCCN1S(C2=C(C1=O)C=CC=C2)=O (2-(4-chlorobutyl)-1,2-benzisothiazole-3(2H)-one-1-oxide), ClCCCCN1S(C2=C(C1=O)C=CC=C2)=O (2-(4-chlorobutyl)-1,2-benzisothiazole-3(2H)-one-1-oxide), ClC=1C=C(C2=C(OCCO2)C1)N1CCNCC1 (1-(7-chloro-2,3-dihydro-1,4-benzodioxin-5-yl)piperazine), ClC=1C=C(C2=C(OCCO2)C1)N1CCNCC1 (1-(7-chloro-2,3-dihydro-1,4-benzodioxin-5-yl)piperazine). The product is Cl.Cl.ClC=1C=C(C2=C(OCCO2)C1)N1CCN(CC1)CCCCN1S(C2=C(C1=O)C=CC=C2)=O (2-(4-(4-(7-chloro-2,3-dihydro-1,4-benzodioxin-5-yl)-1-piperazinyl)-butyl)1,2-benzisothiazole-3(2H)-one-1-oxide, dihydrochloride). The yield is 41.0%. RXN SMILES: [ClH:1].Cl.Br[C:4]1[CH:5]=[C:6]([N:14]2[CH2:19][CH2:18][N:17]([CH2:20][CH2:21][CH2:22][CH2:23][N:24]3[C:28](=[O:29])[C:27]4[CH:30]=[CH:31][CH:32]=[CH:33][C:26]=4[S:25]3(=O)=[O:34])[CH2:16][CH2:15]2)[C:7]2[O:12][CH2:11][CH2:10][O:9][C:8]=2[CH:13]=1.[Cl:36]C1C=C(N2CCNCC2)C2OCCOC=2C=1.[Cl:53]CCCCN1C(=O)C2C=CC=CC=2S1=O>>[ClH:36].[ClH:53].[Cl:1][C:4]1[CH:5]=[C:6]([N:14]2[CH2:15][CH2:16][N:17]([CH2:20][CH2:21][CH2:22][CH2:23][N:24]3[C:28](=[O:29])[C:27]4[CH:30]=[CH:31][CH:32]=[CH:33][C:26]=4[S:25]3=[O:34])[CH2:18][CH2:19]2)[C:7]2[O:12][CH2:11][CH2:10][O:9][C:8]=2[CH:13]=1 |f:0.1.2,5.6.7|. Reported procedure: The title compound was obtained analogous to the method described for 2-(4-(4-(7-bromo-2,3-dihydro-1,4-benzodioxin-5-yl)-1-piperazinyl)-butyl)-1,2-benzisothiazole-3(2H)-one-1,1-dioxide, dihydrochloride (Example 3) using 1-(7-chloro-2,3-dihydro-1,4-benzodioxin-5-yl)piperazine (intermediate 2a) (2.50 g, 8.54 mmol) and 2-(4-chlorobutyl)-1,2-benzisothiazole-3(2H)-one-1-oxide (Intermediate 19c) (2.20 g, 8.54 mmol). Yield: 1.90 g (41%) of the title compound, m.p. 258°-60° C. Starting materials: [H][H] (hydrogen), 15.6, N(=[N+]=[N-])[C@H]1[C@@H](CN(CC1)C(=O)OCC)OC (ethyl trans-4-azido-3-methoxy-1-piperidinecarboxylate). Reagents/catalysts: [Pd] (palladium-on-charcoal). Run in CO (methanol). Yields the product 13.8, N[C@H]1[C@@H](CN(CC1)C(=O)OCC)OC (ethyl trans-4-amino-3-methoxy-1-piperidinecarboxylate). Yield: 97.4%. Reaction SMILES: [N:1]([C@@H:4]1[CH2:9][CH2:8][N:7]([C:10]([O:12][CH2:13][CH3:14])=[O:11])[CH2:6][C@H:5]1[O:15][CH3:16])=[N+]=[N-].[H][H]>[Pd].CO>[NH2:1][C@@H:4]1[CH2:9][CH2:8][N:7]([C:10]([O:12][CH2:13][CH3:14])=[O:11])[CH2:6][C@H:5]1[O:15][CH3:16]. Procedure: A mixture of 15.6 parts of ethyl trans-4-azido-3-methoxy-1-piperidinecarboxylate and 200 parts of methanol was hydrogenated at normal pressure and at room temperature with 2 parts of palladium-on-charcoal catalyst 10%. After the calculated amount of hydrogen was taken up, the catalyst was filtered off and the filtrate was evaporated in vacuo, yielding 13.8 parts (97.4%) of ethyl trans-4-amino-3-methoxy-1-piperidinecarboxylate as a residue (interm. 5). The reactants are BrC1=C(C=C(C(=O)O)C=C1)Cl (4-bromo-3-chloro-benzoic acid), Cl.CN(CCCN=C=NCC)C (N-(−3-dimethylaminopropyl)-N′-ethylcarbodiimid hydrochloride), N,N-dimethylaminopyridine, C[Si](C)(C)CN (trimethylsilylmethylamine), O (Water). Solvent: ClCCl (dichloromethane), ClCCl (dichloromethane). Run at time 5 hour. The product is BrC1=C(C=C(C(=O)NC[Si](C)(C)C)C=C1)Cl (4-bromo-3-chloro-N-trimethylsilanylmethyl-benzamide). Reaction SMILES: [Br:1][C:2]1[CH:10]=[CH:9][C:5]([C:6](O)=[O:7])=[CH:4][C:3]=1[Cl:11].Cl.CN(C)CCCN=C=NCC.[CH3:24][Si:25]([CH2:28][NH2:29])([CH3:27])[CH3:26].O>ClCCl>[Br:1][C:2]1[CH:10]=[CH:9][C:5]([C:6]([NH:29][CH2:28][Si:25]([CH3:27])([CH3:26])[CH3:24])=[O:7])=[CH:4][C:3]=1[Cl:11] |f:1.2|. Procedure details: To a solution of 4-bromo-3-chloro-benzoic acid (commercially available) (5.0 g) in dichloromethane (30 ml) was added N-(−3-dimethylaminopropyl)-N′-ethylcarbodiimid hydrochloride (5.29 g), N,N-dimethylaminopyridine (1.19 g) and trimethylsilylmethylamine (2.85 ml). The reaction mixture was stirred at ambient temperature for 5 hours. Water and dichloromethane was added to the reaction mixture. The phases were separated and the organic phase was washed with brine, dried over sodium sulfate and filte... The reactants are OC1=CC2=C(OC3=C2C=CC=C3)C=C1 (2-hydroxydibenzofuran), CN(C1=CC=CC=C1)C (dimethylaniline), ClC(=O)OC(Cl)(Cl)Cl (trichloromethyl chloroformate), CC(CCCC(C)C)N (1,5-dimethylhexylamine), N1=CC=CC=C1 (pyridine). Run in C1=CC=CC=C1 (benzene), O1CCOCC1 (dioxane), C1=CC=CC=C1 (benzene), C1=CC=CC=C1 (benzene). Run at time 24 hour. The product is C1=C(C=CC=2OC3=C(C21)C=CC=C3)OC(NC(CCCC(C)C)C)=O ((1.5-Dimethylhexyl) carbamic acid 2-dibenzofuranyl ester). Yield: 130.3%. Reaction SMILES: [OH:1][C:2]1[CH:14]=[CH:13][C:5]2[O:6][C:7]3[CH:12]=[CH:11][CH:10]=[CH:9][C:8]=3[C:4]=2[CH:3]=1.CN(C)C1C=CC=CC=1.ClC([O:27][C:28](Cl)(Cl)Cl)=O.[CH3:32][CH:33]([NH2:40])[CH2:34][CH2:35][CH2:36][CH:37]([CH3:39])[CH3:38].N1C=CC=CC=1>C1C=CC=CC=1.O1CCOCC1>[CH:3]1[C:4]2[C:8]3[CH:9]=[CH:10][CH:11]=[CH:12][C:7]=3[O:6][C:5]=2[CH:13]=[CH:14][C:2]=1[O:1][C:28](=[O:27])[NH:40][CH:33]([CH3:32])[CH2:34][CH2:35][CH2:36][CH:37]([CH3:39])[CH3:38]. Procedure details: A solution of 2-hydroxydibenzofuran (5.0 g, 27 mmol) and dimethylaniline (3.4 mL, 27 mmol) in 35 mL of benzene plus 1.5 mL of dioxane was added dropwise under nitrogen to a solution of trichloromethyl chloroformate (1.6 mL, 14 mmol) in 30 mL of benzene at ice bath temperature. After the addition the cooling bath was removed and the stirring continued for approximately 24 hours. The reaction was cooled to ice bath temperature and a solution of 1,5-dimethylhexylamine (4.6 mL, 27 mmol) and pyridine... Reactants: C(C)OC(=O)C=1NC2=C(C=CC(=C2C1)C)F (7-fluoro-4-methyl-1H-indole-2-carboxylic acid ethyl ester), BrCC1=CC=CC2=CC=CC=C12 (1-bromomethyl-naphthalene). The product is FC=1C=CC(=C2C=C(N(C12)CC1=CC=CC2=CC=CC=C12)C(=O)O)C (7-Fluoro-4-methyl-1-naphthalen-1-ylmethyl-1H-indole-2-carboxylic acid). As a reaction SMILES: C([O:3][C:4]([C:6]1[NH:7][C:8]2[C:13]([CH:14]=1)=[C:12]([CH3:15])[CH:11]=[CH:10][C:9]=2[F:16])=[O:5])C.Br[CH2:18][C:19]1[C:28]2[C:23](=[CH:24][CH:25]=[CH:26][CH:27]=2)[CH:22]=[CH:21][CH:20]=1>>[F:16][C:9]1[CH:10]=[CH:11][C:12]([CH3:15])=[C:13]2[C:8]=1[N:7]([CH2:18][C:19]1[C:28]3[C:23](=[CH:24][CH:25]=[CH:26][CH:27]=3)[CH:22]=[CH:21][CH:20]=1)[C:6]([C:4]([OH:3])=[O:5])=[CH:14]2. Reported procedure: Using general procedure B, 7-fluoro-4-methyl-1H-indole-2-carboxylic acid ethyl ester (Lit. 8) was coupled with 1-bromomethyl-naphthalene and the product obtained was hydrolyzed to give the title compound as a white solid. MS: 332.0 ([M−H]−). Reactants: C(C1=CC=CC=C1)N[C@H]1[C@@H](CC2=CC=CC(=C2C1)OCC(=O)OCC)O (trans 3-benzylamino-5-carboethoxymethoxy-2-hydroxy-1,2,3,4-tetrahydronaphthalene), Cl (hydrochloric acid). Reagents/catalysts: [Pd] (palladium on carbon). The solvent is C(C)O (ethanol). Run at time 1 day. Yields the product Cl.N[C@H]1[C@@H](CC2=CC=CC(=C2C1)OCC(=O)OCC)O (Trans 3-amino-5-carboethoxymethoxy-2-hydroxy-1,2,3,4-tetrahydronaphthalene hydrochloride). As a reaction SMILES: C([NH:8][C@@H:9]1[CH2:18][C:17]2[C:12](=[CH:13][CH:14]=[CH:15][C:16]=2[O:19][CH2:20][C:21]([O:23][CH2:24][CH3:25])=[O:22])[CH2:11][C@H:10]1[OH:26])C1C=CC=CC=1.[ClH:27]>C(O)C.[Pd]>[ClH:27].[NH2:8][C@@H:9]1[CH2:18][C:17]2[C:12](=[CH:13][CH:14]=[CH:15][C:16]=2[O:19][CH2:20][C:21]([O:23][CH2:24][CH3:25])=[O:22])[CH2:11][C@H:10]1[OH:26] |f:4.5|. Procedure: To a solution of trans 3-benzylamino-5-carboethoxymethoxy-2-hydroxy-1,2,3,4-tetrahydronaphthalene (10 g) in 95% aqueous ethanol (200 mL) was added dropwise concentrated aqueous hydrochloric acid solution to bring the pH to 6. Addition of 5% palladium on carbon was followed by hydrogenation on a Parr apparatus at 50 psi for 1 day. The mixture was filtered, rinsing the catalyst with 95% aqueous ethanol and methanol. The filtrate was evaporated to yield a residue. The residue was recrystallized fro...